This data is from the Open Reaction Database (ORD), a public repository of structured organic reaction records. The task is: describe an organic reaction: reactants, conditions, products, and yield Starting materials: [N+](=O)([O-])[O-].[Na+] (sodium nitrate), N(N)C1=NC=2C=CC=CC2C2=C1N=CN2CC(C)C (4-hydrazino-1-(2-methylpropyl)-1H-imidazo[4,5-c]quinoline). Run in O (water), C(C)(=O)O (acetic acid), O (water). Run at time 15 minute. Yields the product CC(CN1C=NC=2C=3N(C4=CC=CC=C4C21)N=NN3)C (6-(2-methylpropyl)-6H-imidazo[4,5-c]tetrazolo[1,5-a]quinoline). Isolated yield 375.5%. Reaction SMILES: [N+:1]([O-])([O-])=O.[Na+].[NH:6]([C:8]1[C:17]2[N:18]=[CH:19][N:20]([CH2:21][CH:22]([CH3:24])[CH3:23])[C:16]=2[C:15]2[CH:14]=[CH:13][CH:12]=[CH:11][C:10]=2[N:9]=1)[NH2:7]>O.C(O)(=O)C>[CH3:23][CH:22]([CH3:24])[CH2:21][N:20]1[C:16]2[C:15]3[C:10](=[CH:11][CH:12]=[CH:13][CH:14]=3)[N:9]3[N:1]=[N:7][N:6]=[C:8]3[C:17]=2[N:18]=[CH:19]1 |f:0.1|. Procedure: A solution of sodium nitrate (2.0 g, 3 mmole) in water (5 mL) was added to a solution of 4-hydrazino-1-(2-methylpropyl)-1H-imidazo[4,5-c]quinoline (4.0 g, 15.7 mmole, Example 7) in a mixture of acetic acid (5 mL) and water (50 mL). The reaction mixture was stirred at ambient temperature for 15 minutes. A precipitate was isolated by filtration, washed with water then air dried to provide 4.1 g of crude product. This material was recrystallized from dichloromethane/ethanol to provide 3.0 g of 6-(2... Reactants: [N+](=O)([O-])C1=C(C=C(C(=O)OC)C=C1)CCC=O (methyl 4-nitro-3-(oxopropyl)benzoate). Reagents/catalysts: [C].[Pd] (palladium-carbon). The solvent is C(C)O (ethanol). Run at time 3 hour. Product: COC(=O)C=1C=C2C=C(NC2=CC1)C (5-(methoxycarbonyl)-2-methylindole). Isolated yield 81.2%. As a reaction SMILES: [N+:1]([C:4]1[CH:13]=[CH:12][C:7]([C:8]([O:10][CH3:11])=[O:9])=[CH:6][C:5]=1[CH2:14][CH2:15][CH:16]=O)([O-])=O>[C].[Pd].C(O)C>[CH3:11][O:10][C:8]([C:7]1[CH:6]=[C:5]2[C:4](=[CH:13][CH:12]=1)[NH:1][C:15]([CH3:16])=[CH:14]2)=[O:9] |f:1.2|. Reported procedure: To an ethanol (10 ml) solution of methyl 4-nitro-3-(oxopropyl)benzoate (13.0 g), added is palladium-carbon (5%, 2.6 g) in a nitrogen atmosphere. This is purged with hydrogen, and further stirred at room temperature for 3 hours and then at 60° C. for 19 hours. The solid is removed through filtration, and the filtrate is concentrated. The resulting oily product is crystallized from toluene. The crystal formed is collected and dried to obtain 5-(methoxycarbonyl)-2-methylindole (8.42 g). Starting materials: COCCOCC1=CC=C(C=N1)OC=1C=C2C=C(NC2=C(C1)OC1CCOCC1)C(=O)N (5-({6-[(2-methoxyethoxy)methyl]pyridin-3-yl}oxy)-7-(tetrahydro-2H-pyran-4-yloxy)-1H-indole-2-carboxamide), COC=1C=CC(=CC1)P2(=S)SP(=S)(S2)C=3C=CC(=CC3)OC (Lawesson's reagent), CCCCCC (hexane), C(C)(=O)OCC (ethyl acetate). Solvent: O1CCCC1 (tetrahydrofuran). Product: COCCOCC1=CC=C(C=N1)OC=1C=C2C=C(NC2=C(C1)OC1CCOCC1)C(N)=S (5-{[6-[(2-Methoxyethoxy)methyl]pyridin-3-yl}oxy)-7-(tetrahydro-2H-pyran-4-yloxy)-1H-indole-2-carbothioamide). Isolated yield 96.5%. RXN SMILES: [CH3:1][O:2][CH2:3][CH2:4][O:5][CH2:6][C:7]1[N:12]=[CH:11][C:10]([O:13][C:14]2[CH:15]=[C:16]3[C:20](=[C:21]([O:23][CH:24]4[CH2:29][CH2:28][O:27][CH2:26][CH2:25]4)[CH:22]=2)[NH:19][C:18]([C:30]([NH2:32])=O)=[CH:17]3)=[CH:9][CH:8]=1.COC1C=CC(P2(SP(C3C=CC(OC)=CC=3)(=S)S2)=[S:42])=CC=1.C(OCC)(=O)C.CCCCCC>O1CCCC1>[CH3:1][O:2][CH2:3][CH2:4][O:5][CH2:6][C:7]1[N:12]=[CH:11][C:10]([O:13][C:14]2[CH:15]=[C:16]3[C:20](=[C:21]([O:23][CH:24]4[CH2:29][CH2:28][O:27][CH2:26][CH2:25]4)[CH:22]=2)[NH:19][C:18]([C:30](=[S:42])[NH2:32])=[CH:17]3)=[CH:9][CH:8]=1. Procedure details: To a solution of 5-({6-[(2-methoxyethoxy)methyl]pyridin-3-yl}oxy)-7-(tetrahydro-2H-pyran-4-yloxy)-1H-indole-2-carboxamide (1.1 g) in tetrahydrofuran (20 mL) was added a Lawesson's reagent (1.1 g), and the mixture was stirred with heating under reflux for 1 hr. The reaction mixture was cooled, and concentrated under reduced pressure. The obtained crude product was subjected to silica gel column chromatography (ethyl acetate:hexane=0:100 to 100:0, volume ratio) to give the title compound (1.1 g, y... Reactants: COC1=C(C(=CC(=C1OC)OC)C)C(O)C1=C(C(=NC=C1Cl)Cl)Cl ((2,3,4-trimethoxy-6-methylphenyl)(2,3,5-trichloro-4-pyridyl)methanol). Reagents/catalysts: [O-2].[O-2].[Mn+4] (manganese dioxide). Solvent: C1(=CC=CC=C1)C (toluene). Yields the product COC1=C(C(=O)C2=C(C(=NC=C2Cl)Cl)Cl)C(=CC(=C1OC)OC)C (4-(2,3,4-trimethoxy-6-methylbenzoyl)-2,3,5-trichloropyridine). Yield: 84.4%. Reaction SMILES: [CH3:1][O:2][C:3]1[C:8]([O:9][CH3:10])=[C:7]([O:11][CH3:12])[CH:6]=[C:5]([CH3:13])[C:4]=1[CH:14]([C:16]1[C:21]([Cl:22])=[CH:20][N:19]=[C:18]([Cl:23])[C:17]=1[Cl:24])[OH:15]>[O-2].[O-2].[Mn+4].C1(C)C=CC=CC=1>[CH3:1][O:2][C:3]1[C:8]([O:9][CH3:10])=[C:7]([O:11][CH3:12])[CH:6]=[C:5]([CH3:13])[C:4]=1[C:14]([C:16]1[C:21]([Cl:22])=[CH:20][N:19]=[C:18]([Cl:23])[C:17]=1[Cl:24])=[O:15] |f:1.2.3|. Procedure details: 16.2 g of manganese dioxide was added to a toluene (180 ml) solution of 5.6 g of (2,3,4-trimethoxy-6-methylphenyl)(2,3,5-trichloro-4-pyridyl)methanol obtained in step (a), followed by stirring under reflux by heating for 3 hours. After the mixture was cooled, it was subjected to filtration, and the solvent was distilled off under reduced pressure to obtain 4.7 g (yield 87%) of 4-(2,3,4-trimethoxy-6-methylbenzoyl)-2,3,5-trichloropyridine (compound No. 186; m.p. 60-61° C.). Starting materials: ice water, CNC1=CC=C(C#N)C=C1 (4-methylaminobenzonitrile), [N-]=[N+]=[N-].[Na+] (sodium azide), [Cl-].C(C)[NH+](CC)CC (triethylammonium chloride), Cl (hydrochloric acid). Solvent: CN1C(CCC1)=O (1-methyl-2-pirrolidone). Conditions: temperature 150 celsius. Yields the product CNC1=CC=C(C=C1)C1=NN=NN1 (N-methyl-4-(1H-tetrazol-5-yl)aniline). The yield is 79.0%. RXN SMILES: [CH3:1][NH:2][C:3]1[CH:10]=[CH:9][C:6]([C:7]#[N:8])=[CH:5][CH:4]=1.[N-:11]=[N+:12]=[N-:13].[Na+].[Cl-].C([NH+](CC)CC)C.Cl>CN1CCCC1=O>[CH3:1][NH:2][C:3]1[CH:10]=[CH:9][C:6]([C:7]2[NH:13][N:12]=[N:11][N:8]=2)=[CH:5][CH:4]=1 |f:1.2,3.4|. Reported procedure: A mixture of the compound (450 mg) obtained in Step 1, 90% sodium azide (664 mg), triethylammonium chloride (703 mg) and anhydrous 1-methyl-2-pirrolidone (12 mL) was stirred at 140 to 160° C. for ten hours under nitrogen atmosphere. The reaction mixture was poured into ice-water, and the residue was adjusted to pH 3 with diluted hydrochloric acid and extracted with ethyl acetate. The organic layer was washed with water and brine successively, and dried over anhydrous sodium sulfate. The solvent ... The reactants are C(C)N(C(C1=CC=C(C=C1)[C@@H](N1CCNCC1)C1=CC(=CC=C1)NC(CCC1=CC=CC=C1)=O)=O)CC (N,N-diethyl-4-[(R)-{3-[(3-phenylpropanoyl)amino]phenyl}(piperazin-1-yl)methyl]benzamide), NC=1C=C(C=CC1)C(N1CCN(CC1)C(=O)OC(C)(C)C)C1=CC=C(C=C1)C(=O)N(CC)CC (tert-Butyl 4-((3-aminophenyl){4-[(diethylamino)carbonyl]phenyl}methyl)piperazine-1-carboxylate). Product: C(C)N(C(C1=CC=C(C=C1)[C@H](N1CCNCC1)C1=CC(=CC=C1)NC(CCC1=CC=CC=C1)=O)=O)CC (N,N-diethyl-4-[(S)-{3-[(3-phenylpropanoyl)amino]phenyl}(piperazin-1-yl)methyl]benzamide). As a reaction SMILES: [CH2:1]([N:3]([CH2:36][CH3:37])[C:4](=[O:35])[C:5]1[CH:10]=[CH:9][C:8]([C@H:11]([C:18]2[CH:23]=[CH:22][CH:21]=[C:20]([NH:24][C:25](=[O:34])[CH2:26][CH2:27][C:28]3[CH:33]=[CH:32][CH:31]=[CH:30][CH:29]=3)[CH:19]=2)[N:12]2[CH2:17][CH2:16][NH:15][CH2:14][CH2:13]2)=[CH:7][CH:6]=1)[CH3:2].NC1C=C(C(C2C=CC(C(N(CC)CC)=O)=CC=2)N2CCN(C(OC(C)(C)C)=O)CC2)C=CC=1>>[CH2:36]([N:3]([CH2:1][CH3:2])[C:4](=[O:35])[C:5]1[CH:10]=[CH:9][C:8]([C@@H:11]([C:18]2[CH:23]=[CH:22][CH:21]=[C:20]([NH:24][C:25](=[O:34])[CH2:26][CH2:27][C:28]3[CH:29]=[CH:30][CH:31]=[CH:32][CH:33]=3)[CH:19]=2)[N:12]2[CH2:17][CH2:16][NH:15][CH2:14][CH2:13]2)=[CH:7][CH:6]=1)[CH3:37]. Procedure details: Synthesized according to the method used for COMPOUND 41 except that INTERMEDIATE 5a was used. The residue was purified by flash chromatography, eluting 25% methanol in dichloromethane, rising to 40% methanol in dichloromethane. The product was converted to the hydrochloride salt using 2M HCl in diethyl ether to give COMPOUND 65 as a colourless solid. Purity (HPLC): >99%; Optical purity (Chiral HPLC): >99%; 1H NMR (400 MHz, CD3OD) 1.06 (t, J=6.64 Hz, 3H), 1.19 (t, J=6.88 Hz, 3H), 2.61 (t, J=7.66... The reactants are FC(C1=CC=C(C=C1)C=1N=C(NC1)C(C)C1(COC1)NC(OCC1=CC=CC=C1)=O)(F)F (Benzyl [3-(1-{4-[4-(trifluoromethyl)phenyl]-1H-imidazol-2-yl}ethyl)oxetan-3-yl]carbamate). Run in CO (methanol). Product: FC(C1=CC=C(C=C1)C=1N=C(NC1)C(C)C1(COC1)N)(F)F (3-(1-{4-[4-(Trifluoromethyl)phenyl]-1H-imidazol-2-yl}ethyl)oxetan-3-amine). Yield: 63.3%. As a reaction SMILES: [F:1][C:2]([F:32])([F:31])[C:3]1[CH:8]=[CH:7][C:6]([C:9]2[N:10]=[C:11]([CH:14]([C:16]3([NH:20]C(=O)OCC4C=CC=CC=4)[CH2:19][O:18][CH2:17]3)[CH3:15])[NH:12][CH:13]=2)=[CH:5][CH:4]=1>CO>[F:32][C:2]([F:1])([F:31])[C:3]1[CH:8]=[CH:7][C:6]([C:9]2[N:10]=[C:11]([CH:14]([C:16]3([NH2:20])[CH2:17][O:18][CH2:19]3)[CH3:15])[NH:12][CH:13]=2)=[CH:5][CH:4]=1. Reported procedure: Benzyl [3-(1-{4-[4-(trifluoromethyl)phenyl]-1H-imidazol-2-yl}ethyl)oxetan-3-yl]carbamate (Preparation 8, 0.95 g, 2.13 mmol) was dissolved in methanol (20 mL) and hydrogenated at room temperature and 100 psi. The reaction mixture was then filtered over Arbocel© and the resulting filtrate concentrated in vacuo. The residue was purified by silica gel column chromatography to afford the title compound as a solid (0.42 g, 63%).